Dataset: the Open Reaction Database (ORD), a public repository of structured organic reaction records. Task: describe an organic reaction: reactants, conditions, products, and yield The reactants are CS(=O)(=O)OCC1=C(C=C(C=C1F)C#N)F (4-Cyano-2,6-difluorobenzyl methanesulfonate), [N-]=[N+]=[N-].[Na+] (sodium azide), CN(C)C=O (DMF). The solvent is O (water), O (water). Conditions: time 8 hour. Yields the product N(=[N+]=[N-])CC1=CC(=C(C#N)C(=C1)F)F (4-Azidomethyl-2,6-difluorobenzonitrile). Reaction SMILES: CS(O[CH2:6][C:7]1[C:12]([F:13])=[CH:11][C:10]([C:14]#[N:15])=[CH:9][C:8]=1[F:16])(=O)=O.[N-:17]=[N+:18]=[N-].[Na+].C[N:22](C=O)C>O>[N:15]([CH2:14][C:10]1[CH:11]=[C:12]([F:13])[C:7]([C:6]#[N:22])=[C:8]([F:16])[CH:9]=1)=[N+:17]=[N-:18] |f:1.2|. Procedure: A mixture of 4-cyano-2,6-difluorobenzyl methanesulfonate (1.61 g, 6.51 mmol; see step (iv) above) and sodium azide (0.72 g, 0.0111 mol) in 10 mL of water and 20 mL of DMF was stirred at room temperature overnight. The resultant was subsequently poured into 200 mL of water and extracted three times with diethyl ether. The combined ethereal phase was washed five times with water, dried (Na2SO4) and evaporated. A small sample was evaporated for NMR purposes and the product crystallised. The rest wa... The reactants are O1CCCC1 (tetrahydrofuran), solution, N (ammonia), FC(C=1C=C(C=CC1)N1CCC(CC1)CCN1C(OCC1=O)=O)(F)F (3-(2-{1-[3-(trifluoromethyl)-phenyl]-4-piperidyl}ethyl)-1,3-oxazolidine-2,4-dione). Solvent: 1/1, CO (methanol), CO (methanol). Conditions: time 24 hour. The product is FC(C=1C=C(C=CC1)N1CCC(CC1)CCNC(OCC(=O)N)=O)(F)F (2-Amino-2-oxoethyl 2-{1-[3-(trifluoromethyl)phenyl]-4-piperidyl}ethylcarbamate). As a reaction SMILES: [NH3:1].[F:2][C:3]([F:26])([F:25])[C:4]1[CH:5]=[C:6]([N:10]2[CH2:15][CH2:14][CH:13]([CH2:16][CH2:17][N:18]3[C:22](=[O:23])[CH2:21][O:20][C:19]3=[O:24])[CH2:12][CH2:11]2)[CH:7]=[CH:8][CH:9]=1.O1CCCC1>CO>[F:25][C:3]([F:26])([F:2])[C:4]1[CH:5]=[C:6]([N:10]2[CH2:15][CH2:14][CH:13]([CH2:16][CH2:17][NH:18][C:19](=[O:24])[O:20][CH2:21][C:22]([NH2:1])=[O:23])[CH2:12][CH2:11]2)[CH:7]=[CH:8][CH:9]=1. Reported procedure: 9.3 ml (64.82 mmol) of a solution of aqueous ammonia (7N) in methanol are added to a solution of 0.77 g (2.16 mmol) of 3-(2-{1-[3-(trifluoromethyl)-phenyl]-4-piperidyl}ethyl)-1,3-oxazolidine-2,4-dione, obtained in step 3.3, in 10 ml of a 1/1 mixture of methanol and tetrahydrofuran. Stirring is continued at room temperature for 24 hours. Starting materials: NC1=CC(=NC(=N1)SC)NC=C(C(=O)OCC)C(=O)OCC (diethyl 2-(((6-amino-2-(methylsulfanyl)-4-pyrimidinyl)amino)methylene)malonate), C(C)(=O)OC(C)=O (acetic anhydride), C(C)(=O)OC(C)=O (acetic anhydride). Conditions: time 16 hour. The product is C(C)(=O)NC1=CC(=NC(=N1)SC)NC=C(C(=O)OCC)C(=O)OCC (diethyl 2-(((6-(acetylamino)-2-(methylsulfanyl)-4-pyrimidinyl)amino)methylene)malonate). Reaction SMILES: [NH2:1][C:2]1[N:7]=[C:6]([S:8][CH3:9])[N:5]=[C:4]([NH:10][CH:11]=[C:12]([C:18]([O:20][CH2:21][CH3:22])=[O:19])[C:13]([O:15][CH2:16][CH3:17])=[O:14])[CH:3]=1.[C:23](OC(=O)C)(=[O:25])[CH3:24]>>[C:23]([NH:1][C:2]1[N:7]=[C:6]([S:8][CH3:9])[N:5]=[C:4]([NH:10][CH:11]=[C:12]([C:13]([O:15][CH2:16][CH3:17])=[O:14])[C:18]([O:20][CH2:21][CH3:22])=[O:19])[CH:3]=1)(=[O:25])[CH3:24]. Procedure details: A mixture of EXAMPLE 16A (9.91 g) and acetic anhydride (150 mL) at reflux was stirred for 16 hours, treated with additional acetic anhydride (60 mL), refluxed for 5 hours, cooled and concentrated. The concentrate was dissolved in 9:1 ethanol/ethyl acetate (100 mL), stored at 0° C. for 18 hours, and filtered. 1H NMR (300 MHz, DMSO-d6) δ 10.65 (d, 1H), 8.90 (d, 1H), 7.66 (s, 1H), 4.23 (q, 2H), 4.14 (q, 2H), 2.52 (s, 3H), 2.26 (s, 1H), 2.11 (s, 3H), 1.27 (t, 3H), 1.23 (t, 3H). Starting materials: NC1[C@@H]2N(C(=CCS2)C(=O)OCC2=CC=C(C=C2)[N+](=O)[O-])C1=O (4-nitrobenzyl 7-amino-3-cephem-4-carboxylate), C[Si](C)(C)CC(=O)N (trimethylsilylacetamide), NC=1SC=C(N1)C(C(=O)O)=NOCC1=CC=CC=C1 (2-(2-aminothiazol-4-yl)-2-benzyloxyiminoacetic acid), C[Si](C)(C)CC(=O)N (trimethylsilylacetamide), P(=O)(Cl)(Cl)Cl (phosphoryl chloride). Solvent: C(C)(=O)OCC (ethyl acetate), O1CCCC1 (tetrahydrofuran), CN(C=O)C (N,N-dimethylformamide). Yields the product NC=1SC=C(N1)C(C(=O)NC1[C@@H]2N(C(=CCS2)C(=O)OCC2=CC=C(C=C2)[N+](=O)[O-])C1=O)=NOCC1=CC=CC=C1 (4-nitrobenzyl 7-[2-(2-aminothiazol-4-yl)-2-benzyloxyiminoacetamido]-3-cephem-4-carboxylate). Yield: 48.0%. Reaction SMILES: [NH2:1][CH:2]1[C:22](=[O:23])[N:4]2[C:5]([C:9]([O:11][CH2:12][C:13]3[CH:18]=[CH:17][C:16]([N+:19]([O-:21])=[O:20])=[CH:15][CH:14]=3)=[O:10])=[CH:6][CH2:7][S:8][C@H:3]12.C[Si](CC(N)=O)(C)C.[NH2:32][C:33]1[S:34][CH:35]=[C:36]([C:38](=[N:42][O:43][CH2:44][C:45]2[CH:50]=[CH:49][CH:48]=[CH:47][CH:46]=2)[C:39](O)=[O:40])[N:37]=1.P(Cl)(Cl)(Cl)=O>C(OCC)(=O)C.O1CCCC1.CN(C)C=O>[NH2:32][C:33]1[S:34][CH:35]=[C:36]([C:38](=[N:42][O:43][CH2:44][C:45]2[CH:50]=[CH:49][CH:48]=[CH:47][CH:46]=2)[C:39]([NH:1][CH:2]2[C:22](=[O:23])[N:4]3[C:5]([C:9]([O:11][CH2:12][C:13]4[CH:14]=[CH:15][C:16]([N+:19]([O-:21])=[O:20])=[CH:17][CH:18]=4)=[O:10])=[CH:6][CH2:7][S:8][C@H:3]23)=[O:40])[N:37]=1. Procedure details: A solution of 4-nitrobenzyl 7-amino-3-cephem-4-carboxylate (3.35 g.) and trimethylsilylacetamide (9.2 g.) in ethyl acetate (50 ml.) and a solution of 2-(2-aminothiazol-4-yl)-2-benzyloxyiminoacetic acid (syn isomer, 2.77 g.), trimethylsilylacetamide (0.9 g.), N,N-dimethylformamide (0.9 g.) and phosphoryl chloride (3.84 g.) in tetrahydrofuran (30 ml.) were treated in a similar manner to that of Example 4 to give 4-nitrobenzyl 7-[2-(2-aminothiazol-4-yl)-2-benzyloxyiminoacetamido]-3-cephem-4-carboxy... Starting materials: COC(=O)c1ccc(I)c(Br)c1, C1CCOC1. Yields the product OCc1ccc(I)c(Br)c1. Reaction SMILES: [Br:1][c:2]1[cH:3][c:4]([C:5](=[O:6])[O:7][CH3:8])[cH:9][cH:10][c:11]1[I:12].[O:13]1[CH2:14][CH2:15][CH2:16][CH2:17]1>>[Br:1][c:2]1[cH:3][c:4]([CH2:5][OH:6])[cH:9][cH:10][c:11]1[I:12]. Reactants: COC1=C(CNCC2=C(C=C(C=C2)OC)OC)C=CC(=C1)OC (bis(2,4-dimethoxybenzyl)amine), ClC=1C=C(C=CC1F)S(=O)(=O)Cl (3-chloro-4-fluorobenzene-1-sulfonyl chloride), C(C)(C)N(C(C)C)CC (N,N-diisopropylethylamine). The reagents and catalysts are CN(C1=CC=NC=C1)C (4-dimethylaminopyridine). Run in ClCCl (dichloromethane), C(C)(=O)OCC (ethyl acetate). Run at time 8 hour. Product: ClC=1C=C(C=CC1F)S(=O)(=O)N(CC1=C(C=C(C=C1)OC)OC)CC1=C(C=C(C=C1)OC)OC (3-chloro-N,N-bis(2,4-dimethoxybenzyl)-4-fluorobenzenesulfonamide). As a reaction SMILES: [CH3:1][O:2][C:3]1[CH:21]=[C:20]([O:22][CH3:23])[CH:19]=[CH:18][C:4]=1[CH2:5][NH:6][CH2:7][C:8]1[CH:13]=[CH:12][C:11]([O:14][CH3:15])=[CH:10][C:9]=1[O:16][CH3:17].[Cl:24][C:25]1[CH:26]=[C:27]([S:32](Cl)(=[O:34])=[O:33])[CH:28]=[CH:29][C:30]=1[F:31].C(N(CC)C(C)C)(C)C>ClCCl.CN(C)C1C=CN=CC=1.C(OCC)(=O)C>[Cl:24][C:25]1[CH:26]=[C:27]([S:32]([N:6]([CH2:7][C:8]2[CH:13]=[CH:12][C:11]([O:14][CH3:15])=[CH:10][C:9]=2[O:16][CH3:17])[CH2:5][C:4]2[CH:18]=[CH:19][C:20]([O:22][CH3:23])=[CH:21][C:3]=2[O:2][CH3:1])(=[O:33])=[O:34])[CH:28]=[CH:29][C:30]=1[F:31]. Reported procedure: To a solution of bis(2,4-dimethoxybenzyl)amine (12 g) and 3-chloro-4-fluorobenzene-1-sulfonyl chloride (8.66 g) in dichloromethane (120 mL) was added N,N-diisopropylethylamine (13.5 mL) and catalytic amount of 4-dimethylaminopyridine. The mixture was stirred at room temperature overnight. The mixture was diluted with ethyl acetate (600 mL) and washed with 5% aqueous HCl, water and brine. After drying over Na2SO4, the mixture was filtered and the filtrate was concentrated under vacuum to give cru... The reactants are OC1C(C=C(C(CC1(C)C)=O)C)OC (5-hydroxy-4-methoxy-2,6,6-trimethyl-2-cyclohepten-1-one), CC1=C(C(=NC=C1)N)C (dimethyl aminopyridine), C([O-])([O-])=O.[K+].[K+] (potassium carbonate), Example 4, C1(C=2C(C(=O)O1)=CC=CC2)=O (phthalic anhydride). The solvent is N1=CC=CC=C1 (pyridine). Conditions: temperature 90 celsius. Yields the product C(=O)(O)C1=C(C(=O)OC2C(C=C(C(CC2(C)C)=O)C)OC)C=CC=C1 (5-(2-carboxybenzoyloxy)-4-methoxy-2,6,6-trimethyl-2-cyclohepten-1-one). The yield is 53.0%. RXN SMILES: [OH:1][CH:2]1[C:8]([CH3:10])([CH3:9])[CH2:7][C:6](=[O:11])[C:5]([CH3:12])=[CH:4][CH:3]1[O:13][CH3:14].[C:15]1(=[O:25])[O:20][C:18](=[O:19])[C:17]2=[CH:21][CH:22]=[CH:23][CH:24]=[C:16]12.CC1C=CN=C(N)C=1C.C(=O)([O-])[O-].[K+].[K+]>N1C=CC=CC=1>[C:18]([C:17]1[CH:21]=[CH:22][CH:23]=[CH:24][C:16]=1[C:15]([O:1][CH:2]1[C:8]([CH3:9])([CH3:10])[CH2:7][C:6](=[O:11])[C:5]([CH3:12])=[CH:4][CH:3]1[O:13][CH3:14])=[O:25])([OH:20])=[O:19] |f:3.4.5|. Procedure details: To a solution of 5-hydroxy-4-methoxy-2,6,6-trimethyl-2-cyclohepten-1-one (AU154) obtained in Example 4 (1.98 g, 10 mM) in pyridine (10 ml), phthalic anhydride (1.78 g, 12 mM) and dimethyl aminopyridine (0.05 g) were added and warmed to 90° C. for three hours, left to cool, poured onto ice-water, alkalified with potassium carbonate and extracted with ethyl acetate. The aqueous layer was acidified with hydrochloric acid and extracted with ethyl acetate, washed with brine, dried over magnesium sulf...